Dataset: the Open Reaction Database (ORD), a public repository of structured organic reaction records. Task: describe an organic reaction: reactants, conditions, products, and yield Starting materials: CC(C)O, NC(=O)Cn1ccc2c(-c3noc(-c4ccc(F)c(C(F)(F)F)c4)n3)cccc21, [H-], [Na+], CN(C)C=O, O. Yields the product CC(C)Oc1ccc(-c2nc(-c3cccc4c3ccn4CC(N)=O)no2)cc1C(F)(F)F. Reaction SMILES: [CH3:30][CH:31]([CH3:32])[OH:33].[F:1][c:2]1[c:3]([C:26]([F:27])([F:28])[F:29])[cH:4][c:5](-[c:8]2[n:9][c:10](-[c:13]3[c:14]4[cH:15][cH:16][n:17]([CH2:22][C:23](=[O:24])[NH2:25])[c:18]4[cH:19][cH:20][cH:21]3)[n:11][o:12]2)[cH:6][cH:7]1.[H-:35].[Na+:34].[O:37]=[CH:38][N:39]([CH3:40])[CH3:41].[OH2:36]>>[c:2]1([O:33][CH:31]([CH3:30])[CH3:32])[c:3]([C:26]([F:27])([F:28])[F:29])[cH:4][c:5](-[c:8]2[n:9][c:10](-[c:13]3[c:14]4[cH:15][cH:16][n:17]([CH2:22][C:23](=[O:24])[NH2:25])[c:18]4[cH:19][cH:20][cH:21]3)[n:11][o:12]2)[cH:6][cH:7]1. Starting materials: CN(C)C=O, Fc1ccccc1C(F)(F)F, [H-], OC1CN2CCC1CC2, [Na+]. The product is FC(F)(F)c1ccccc1OC1CN2CCC1CC2. RXN SMILES: [CH3:23][N:24]([CH3:25])[CH:26]=[O:27].[F:12][c:13]1[c:14]([C:19]([F:20])([F:21])[F:22])[cH:15][cH:16][cH:17][cH:18]1.[H-:10].[N:1]12[CH2:2][CH:3]([OH:9])[CH:4]([CH2:5][CH2:6]1)[CH2:7][CH2:8]2.[Na+:11]>>[N:1]12[CH2:2][CH:3]([O:9][c:13]3[c:14]([C:19]([F:20])([F:21])[F:22])[cH:15][cH:16][cH:17][cH:18]3)[CH:4]([CH2:5][CH2:6]1)[CH2:7][CH2:8]2. Starting materials: C(C)N(C(C)N1C(C(NCC1)=O)C1=CC=CC=C1)CC (1-diethylamino ethyl-3-keto-2-phenyl piperazine), C(C1=CC=CC=C1)OC1(CN2C(C(NCC2)=O)C2=CC=CC=C2)CC=CC=C1 (1-benzyloxy benzyl-2-phenyl-3-keto piperazine), C(C1=CC=CC=C1)OC1(CN2C(C(NCC2)=O)C2=CC=CC=C2)CC=CC=C1 (1-Benzyloxy benzyl-2-phenyl-3-keto piperazine), Example 8 ( a ). The product is C(C1=CC=CC=C1)OC1(CN2C(CNCC2)C2=CC=CC=C2)CC=CC=C1 (1-Benzyloxy benzyl-2-phenyl piperazine), crystals. RXN SMILES: [CH2:1]([O:8][C:9]1([CH:28]=[CH:27][CH:26]=[CH:25][CH2:24]1)[CH2:10][N:11]1[CH2:16][CH2:15][NH:14][C:13](=O)[CH:12]1[C:18]1[CH:23]=[CH:22][CH:21]=[CH:20][CH:19]=1)[C:2]1[CH:7]=[CH:6][CH:5]=[CH:4][CH:3]=1.C(N(CC)C(N1CCNC(=O)C1C1C=CC=CC=1)C)C>>[CH2:1]([O:8][C:9]1([CH:24]=[CH:25][CH:26]=[CH:27][CH2:28]1)[CH2:10][N:11]1[CH2:16][CH2:15][NH:14][CH2:13][CH:12]1[C:18]1[CH:23]=[CH:22][CH:21]=[CH:20][CH:19]=1)[C:2]1[CH:3]=[CH:4][CH:5]=[CH:6][CH:7]=1. Procedure details: 1-Benzyloxy benzyl-2-phenyl-3-keto piperazine prepared according to Example 12, is reduced by following the procedure described hereinabove in Example 8 (a) whereby, in place of 1-diethylamino ethyl-3-keto-2-phenyl piperazine, the equimolecular amount of said 1-benzyloxy benzyl-2-phenyl-3-keto piperazine is used. The resulting 2-phenyl piperazine compound is obtained in the form of white crystals melting at 140-141° C. Reactants: C(C(CO)(CO)N)O (trisamine), C(C)(C)(C)OC(=O)NC1=CC=C(C=C1)C(C(=O)O)C (2-{4-[(tert-butoxycarbonyl)amino]phenyl}propanoic acid), S(=O)(Cl)Cl (thionylchloride), C(C)(C)(C)OC(=O)N1N=C(C=C1N)C1CC1 (tert-butyl-5-amino-3-cyclopropyl-1H-pyrazole-1-carboxylate). The solvent is O1CCCC1 (tetrahydrofuran), C(C)N(CC)CC (triethylamine), O1CCCC1 (tetrahydrofuran). Reaction conditions: time 2.5 hour. Product: C(C)(C)(C)OC(=O)NC1=CC=C(C=C1)C(C(=O)NC1=CC(=NN1C(=O)OC(C)(C)C)C1CC1)C (tert-butyl 5-[(2-{4-[(tert-butoxycarbonyl)amino]phenyl}propanoyl)amino]-3-cyclopropyl-1H-pyrazole-1-carboxylate). Isolated yield 69.9%. RXN SMILES: [C:1]([O:5][C:6]([NH:8][C:9]1[CH:14]=[CH:13][C:12]([CH:15]([CH3:19])[C:16]([OH:18])=O)=[CH:11][CH:10]=1)=[O:7])([CH3:4])([CH3:3])[CH3:2].S(Cl)(Cl)=O.[C:24]([O:28][C:29]([N:31]1[C:35]([NH2:36])=[CH:34][C:33]([CH:37]2[CH2:39][CH2:38]2)=[N:32]1)=[O:30])([CH3:27])([CH3:26])[CH3:25].C(O)C(N)(CO)CO>O1CCCC1.C(N(CC)CC)C>[C:1]([O:5][C:6]([NH:8][C:9]1[CH:10]=[CH:11][C:12]([CH:15]([CH3:19])[C:16]([NH:36][C:35]2[N:31]([C:29]([O:28][C:24]([CH3:26])([CH3:27])[CH3:25])=[O:30])[N:32]=[C:33]([CH:37]3[CH2:39][CH2:38]3)[CH:34]=2)=[O:18])=[CH:13][CH:14]=1)=[O:7])([CH3:2])([CH3:3])[CH3:4]. Reported procedure: 265 mg (1 mmol) of 2-{4-[(tert-butoxycarbonyl)amino]phenyl}propanoic acid were treated at 4° C. under nitrogen with 146 μl (2 mmol) of thionylchloride. The reaction mixture was stirred for 2.5 hours and the temperature was gradually raised to room temperature. The mixture was taken up with tetrahydrofuran and evaporated thoroughly. The resulting acyl chloride, without any further purification, was dissolved in 3 ml of dry tetrahydrofuran and added dropwise to a solution of 178 mg (0.8 mmol) of t... Reactants: BC#N, O=C([O-])O, C1CCOC1, CC(C)(C)CNc1noc2ccc(-c3cccc(C=O)c3)cc12, NC1CC1, [H-], [Na+], [Na+]. The product is CC(C)(C)CNc1noc2ccc(-c3cccc(CNC4CC4)c3)cc12. Reaction SMILES: [C:29]([BH2:30])#[N:31].[C:33](=[O:34])([O-:35])[OH:36].[CH2:38]1[O:39][CH2:40][CH2:41][CH2:42]1.[CH2:5]([C:6]([CH3:7])([CH3:8])[CH3:9])[NH:10][c:11]1[n:12][o:13][c:14]2[c:15]1[cH:16][c:17](-[c:20]1[cH:21][c:22]([CH:23]=[O:24])[cH:25][cH:26][cH:27]1)[cH:18][cH:19]2.[CH:1]1([NH2:4])[CH2:2][CH2:3]1.[H-:28].[Na+:32].[Na+:37]>>[CH:1]1([NH:4][CH2:23][c:22]2[cH:21][c:20](-[c:17]3[cH:16][c:15]4[c:11]([NH:10][CH2:5][C:6]([CH3:7])([CH3:8])[CH3:9])[n:12][o:13][c:14]4[cH:19][cH:18]3)[cH:27][cH:26][cH:25]2)[CH2:2][CH2:3]1. Starting materials: CCCCCCCCCCCCCCCCCC(=O)NCC(C(/C=C/CCCCCCCCCCCCC)O)O[C@H]1[C@@H]([C@H]([C@@H]([C@H](O1)CO)O[C@@H]2[C@H]([C@@H]([C@@H]([C@@H](O2)CO)O[C@@H]3[C@H]([C@@H]([C@@H]([C@@H](O3)CO)O)O[C@@H]4[C@H]([C@@H]([C@@H]([C@@H](O4)CO)O)O[C@]5(C[C@@H]([C@H]([C@@H](O5)C(C(O)O[C@]6(C[C@@H]([C@H]([C@@H](O6)C(C(CO)O)O)N)O)C(=O)O)O)N)O)C(=O)O)O)NC(=O)C)O[C@]7(C[C@@H]([C@H]([C@@H](O7)C(C(CO)O)O)N)O)C(=O)O)O)O)O (ganglioside GTlb), C(C)(=O)[O-] (acetate), O (water), aqueous solution. The solvent is C(Cl)(Cl)Cl (chloroform). Yields the product CCCCCCCCCCCCCCCCCC(=O)N[C@@H](CO[C@H]1[C@@H]([C@H]([C@@H]([C@H](O1)CO)O[C@H]2[C@@H]([C@H]([C@H]([C@H](O2)CO)O[C@H]3[C@@H]([C@H]([C@H]([C@H](O3)CO)O)O[C@H]4[C@@H]([C@H]([C@H]([C@H](O4)CO)O)O)O)NC(=O)C)O[C@@]5(C[C@@H]([C@H]([C@@H](O5)[C@@H]([C@@H](CO)O)O)NC(=O)C)O)C(=O)O)O)O)O)[C@@H](/C=C/CCCCCCCCCCCCC)O (ganglioside GMl). As a reaction SMILES: [CH3:1][CH2:2][CH2:3][CH2:4][CH2:5][CH2:6][CH2:7][CH2:8][CH2:9][CH2:10][CH2:11][CH2:12][CH2:13][CH2:14][CH2:15][CH2:16][CH2:17][C:18]([NH:20][CH2:21][CH:22]([O:40][C@@H:41]1[O:46][C@H:45]([CH2:47][OH:48])[C@@H:44]([O:49][C@H:50]2[O:55][C@@H:54]([CH2:56][OH:57])[C@@H:53]([O:58][C@H:59]3[O:64][C@@H:63]([CH2:65][OH:66])[C@@H:62]([OH:67])[C@@H:61]([O:68][C@H:69]4[O:74][C@@H:73]([CH2:75][OH:76])[C@@H:72]([OH:77])[C@@H:71]([O:78][C@]5(C(O)=O)O[C@@H](C(O)C(O[C@]6(C(O)=O)O[C@@H](C(O)C(O)CO)[C@H](N)[C@@H](O)C6)O)[C@H](N)[C@@H](O)C5)[C@@H:70]4[OH:112])[C@@H:60]3[NH:113][C:114]([CH3:116])=[O:115])[C@@H:52]([O:117][C@:118]3([C:132]([OH:134])=[O:133])[O:123][C@@H:122]([CH:124]([OH:129])[CH:125]([OH:128])[CH2:126][OH:127])[C@H:121]([NH2:130])[C@@H:120]([OH:131])[CH2:119]3)[C@@H:51]2[OH:135])[C@H:43]([OH:136])[C@H:42]1[OH:137])C(O)/C=C/CCCCCCCCCCCCC)=O.[C:138]([O-:141])(=O)[CH3:139].[OH2:142]>C(Cl)(Cl)Cl>[CH3:1][CH2:2][CH2:3][CH2:4][CH2:5][CH2:6][CH2:7][CH2:8][CH2:9][CH2:10][CH2:11][CH2:12][CH2:13][CH2:14][CH2:15][CH2:16][CH2:17][C:18]([NH:20][C@H:21]([C@H:138]([OH:141])/[CH:139]=[CH:14]/[CH2:13][CH2:12][CH2:11][CH2:10][CH2:9][CH2:8][CH2:7][CH2:6][CH2:5][CH2:4][CH2:3][CH2:2][CH3:1])[CH2:22][O:40][C@@H:41]1[O:46][C@H:45]([CH2:47][OH:48])[C@@H:44]([O:49][C@@H:50]2[O:55][C@H:54]([CH2:56][OH:57])[C@H:53]([O:58][C@@H:59]3[O:64][C@H:63]([CH2:65][OH:66])[C@H:62]([OH:67])[C@H:61]([O:68][C@@H:69]4[O:74][C@H:73]([CH2:75][OH:76])[C@H:72]([OH:77])[C@H:71]([OH:78])[C@H:70]4[OH:112])[C@H:60]3[NH:113][C:114]([CH3:116])=[O:115])[C@H:52]([O:117][C@@:118]3([C:132]([OH:134])=[O:133])[O:123][C@@H:122]([C@H:124]([OH:129])[C@H:125]([OH:128])[CH2:126][OH:127])[C@H:121]([NH:130][C:22]([CH3:21])=[O:40])[C@@H:120]([OH:131])[CH2:119]3)[C@H:51]2[OH:135])[C@H:43]([OH:136])[C@H:42]1[OH:137])=[O:142]. Procedure details: A 1 ml quantity of 0.4% ganglioside GTlb solution, 1 ml of 40 mM acetate buffer (pH 4.0) and 1 ml of distilled water were mixed together, and to the mixture was added 1 ml of aqueous solution of Isozyme S (5 U/ml). The mixture was allowed to react at 37° C. for 1 hour, and 1/10 part by volume of chloroform was added thereto to stop the enzyme reaction. Ganglioside GMl was extracted from the reaction solution with use of a mixture of chloroform and methanol (2:1) and then lyophilized, giving 2.4 ... The reactants are OC1CCN(CC1)C(=O)OC(C)(C)C (tert-butyl 4-hydroxypiperidine-1-carboxylate), [H-].[Na+] (NaH), CC#N (CH3CN), BrC1=CC2=C(N=C(S2)Cl)C=C1 (6-bromo-2-chlorobenzo[d]thiazole). Run in C1CCOC1 (THF), O (H2O), C1CCOC1 (THF). Conditions: time 30 minute. Product: BrC1=CC2=C(N=C(S2)OC2CCN(CC2)C(=O)OC(C)(C)C)C=C1 (tert-Butyl 4-(6-bromobenzo[d]thiazol-2-yloxy)piperidine-1-carboxylate). Yield: 94.4%. Reaction SMILES: [OH:1][CH:2]1[CH2:7][CH2:6][N:5]([C:8]([O:10][C:11]([CH3:14])([CH3:13])[CH3:12])=[O:9])[CH2:4][CH2:3]1.[H-].[Na+].[Br:17][C:18]1[CH:27]=[CH:26][C:21]2[N:22]=[C:23](Cl)[S:24][C:20]=2[CH:19]=1.CC#N>C1COCC1.O>[Br:17][C:18]1[CH:27]=[CH:26][C:21]2[N:22]=[C:23]([O:1][CH:2]3[CH2:3][CH2:4][N:5]([C:8]([O:10][C:11]([CH3:14])([CH3:13])[CH3:12])=[O:9])[CH2:6][CH2:7]3)[S:24][C:20]=2[CH:19]=1 |f:1.2|. Procedure: To a solution of tert-butyl 4-hydroxypiperidine-1-carboxylate (7.02 g, 34.9 mmol) in THF (67.1 ml) at 0° C. was added NaH (0.915 g, 95%, 36.2 mmol). Upon completion of addition, the reaction mixture was warmed to rt, where it stirred for 30 minutes. A solution of 6-bromo-2-chlorobenzo[d]thiazole (6.67 g, 26.8 mmol) in THF (30 mL) was then added and the resulting mixture was heated to 50° C., where it stirred overnight. At the conclusion of this period, the solvent was removed under reduced press...